From a dataset of the Open Reaction Database (ORD), a public repository of structured organic reaction records. describe an organic reaction: reactants, conditions, products, and yield Reactants: BrC1=C(C(=C(NC)C=C1)[N+](=O)[O-])OC (4-bromo-3-methoxy-N-methyl-2-nitroaniline), CN1C(C2=C(C(=C1)B1OC(C(O1)(C)C)(C)C)C=CN2S(=O)(=O)C2=CC=C(C=C2)C)=O (6-methyl-1-[(4-methylphenyl)sulfonyl]-4-(4,4,5,5-tetramethyl-1,3,2-dioxaborolan-2-yl)-1,6-dihydro-7H-pyrrolo[2,3-c]pyridin-7-one). The product is COC1=C(C=CC(=C1[N+](=O)[O-])NC)C=1C2=C(C(N(C1)C)=O)N(C=C2)S(=O)(=O)C2=CC=C(C=C2)C (4-[2-Methoxy-4-(methylamino)-3-nitrophenyl]-6-methyl-1-[(4-methylphenyl)sulfonyl]-1,6-dihydro-7H-pyrrolo[2,3-c]pyridin-7-one). As a reaction SMILES: Br[C:2]1[CH:9]=[CH:8][C:5]([NH:6][CH3:7])=[C:4]([N+:10]([O-:12])=[O:11])[C:3]=1[O:13][CH3:14].[CH3:15][N:16]1[CH:21]=[C:20](B2OC(C)(C)C(C)(C)O2)[C:19]2[CH:31]=[CH:32][N:33]([S:34]([C:37]3[CH:42]=[CH:41][C:40]([CH3:43])=[CH:39][CH:38]=3)(=[O:36])=[O:35])[C:18]=2[C:17]1=[O:44]>>[CH3:14][O:13][C:3]1[C:4]([N+:10]([O-:12])=[O:11])=[C:5]([NH:6][CH3:7])[CH:8]=[CH:9][C:2]=1[C:20]1[C:19]2[CH:31]=[CH:32][N:33]([S:34]([C:37]3[CH:42]=[CH:41][C:40]([CH3:43])=[CH:39][CH:38]=3)(=[O:36])=[O:35])[C:18]=2[C:17](=[O:44])[N:16]([CH3:15])[CH:21]=1. Reported procedure: This compound was synthesized according to the procedure of Example 10, Step 5, using 4-bromo-3-methoxy-N-methyl-2-nitroaniline and 6-methyl-1-[(4-methylphenyl)sulfonyl]-4-(4,4,5,5-tetramethyl-1,3,2-dioxaborolan-2-yl)-1,6-dihydro-7H-pyrrolo[2,3-c]pyridin-7-one as the starting materials. LCMS calculated for C23H23N4O6S (M+H)+: m/z=483.1. found: 483.1. The reactants are C[Si](C)(C)c1cc2c(Br)ccnc2n1S(=O)(=O)c1ccccc1, C1COCCO1, Cn1cc(B2OC(C)(C)C(C)(C)O2)c(-c2ccc([N+](=O)[O-])cc2)n1, N#N, [Na+], O=C([O-])O, [Pd], c1ccc(P(c2ccccc2)c2ccccc2)cc1, c1ccc(P(c2ccccc2)c2ccccc2)cc1, c1ccc(P(c2ccccc2)c2ccccc2)cc1, c1ccc(P(c2ccccc2)c2ccccc2)cc1. The product is Cn1cc(-c2ccnc3c2cc([Si](C)(C)C)n3S(=O)(=O)c2ccccc2)c(-c2ccc([N+](=O)[O-])cc2)n1. As a reaction SMILES: [Br:1][c:2]1[c:3]2[c:4]([n:5][cH:6][cH:7]1)[n:8]([S:15](=[O:16])(=[O:17])[c:18]1[cH:19][cH:20][cH:21][cH:22][cH:23]1)[c:9]([Si:11]([CH3:12])([CH3:13])[CH3:14])[cH:10]2.[CH2:50]1[O:51][CH2:52][CH2:53][O:54][CH2:55]1.[CH3:24][n:25]1[n:26][c:27](-[c:39]2[cH:40][cH:41][c:42]([N+:45](=[O:46])[O-:47])[cH:43][cH:44]2)[c:28]([B:30]2[O:31][C:32]([CH3:33])([CH3:34])[C:35]([CH3:36])([CH3:37])[O:38]2)[cH:29]1.[N:48]#[N:49].[Na+:60].[O-:56][C:57]([OH:58])=[O:59].[Pd:61].[c:100]1([P:101]([c:102]2[cH:103][cH:104][cH:105][cH:106][cH:107]2)[c:108]2[cH:109][cH:110][cH:111][cH:112][cH:113]2)[cH:114][cH:115][cH:116][cH:117][cH:118]1.[c:119]1([P:120]([c:121]2[cH:122][cH:123][cH:124][cH:125][cH:126]2)[c:127]2[cH:128][cH:129][cH:130][cH:131][cH:132]2)[cH:133][cH:134][cH:135][cH:136][cH:137]1.[c:62]1([P:63]([c:64]2[cH:65][cH:66][cH:67][cH:68][cH:69]2)[c:70]2[cH:71][cH:72][cH:73][cH:74][cH:75]2)[cH:76][cH:77][cH:78][cH:79][cH:80]1.[c:81]1([P:82]([c:83]2[cH:84][cH:85][cH:86][cH:87][cH:88]2)[c:89]2[cH:90][cH:91][cH:92][cH:93][cH:94]2)[cH:95][cH:96][cH:97][cH:98][cH:99]1>>[c:2]1(-[c:28]2[c:27](-[c:39]3[cH:40][cH:41][c:42]([N+:45](=[O:46])[O-:47])[cH:43][cH:44]3)[n:26][n:25]([CH3:24])[cH:29]2)[c:3]2[c:4]([n:5][cH:6][cH:7]1)[n:8]([S:15](=[O:16])(=[O:17])[c:18]1[cH:19][cH:20][cH:21][cH:22][cH:23]1)[c:9]([Si:11]([CH3:12])([CH3:13])[CH3:14])[cH:10]2. Reactants: C(C)(C)(C)OC(=O)N1CCC(CC1)C1=C(C=CC=C1)CCC(=O)O (3-(2-(1-(tert-butoxycarbonyl)piperidin-4-yl)phenyl)propanoic acid), Cl.OC1=C(C=CC=C1)C1(CCNCC1)C#N (4-(2-hydroxyphenyl)piperidine-4-carbonitrile hydrochloride), CS(=O)(=O)N (methane sulfonamide), CCN=C=NCCCN(C)C.Cl (EDC.HCl). Reagents/catalysts: CN(C)C=1C=CN=CC1 (DMAP). Run in C1CCOC1.C(Cl)Cl (THF CH2Cl2), O (Water). Conditions: temperature 23 celsius, time 8 hour. The product is Cl.CS(=O)(=O)NC(CCC1=C(C=CC=C1)C1CCNCC1)=O (N-(methylsulfonyl)-3-(2-(piperidin-4-yl)phenyl)propanamide hydrochloride). Reaction SMILES: C(OC([N:8]1[CH2:13][CH2:12][CH:11]([C:14]2[CH:19]=[CH:18][CH:17]=[CH:16][C:15]=2[CH2:20][CH2:21][C:22]([OH:24])=O)[CH2:10][CH2:9]1)=O)(C)(C)C.[ClH:25].OC1C=CC=CC=1C1(C#N)CCNCC1.[CH3:41][S:42]([NH2:45])(=[O:44])=[O:43].CCN=C=NCCCN(C)C.Cl>C1COCC1.C(Cl)Cl.CN(C1C=CN=CC=1)C.O>[ClH:25].[CH3:41][S:42]([NH:45][C:22](=[O:24])[CH2:21][CH2:20][C:15]1[CH:16]=[CH:17][CH:18]=[CH:19][C:14]=1[CH:11]1[CH2:12][CH2:13][NH:8][CH2:9][CH2:10]1)(=[O:44])=[O:43] |f:1.2,4.5,6.7,10.11|. Reported procedure: Acid 3-(2-(1-(tert-butoxycarbonyl)piperidin-4-yl)phenyl)propanoic acid obtained in step 1 of representative example 8 (40 mg, 0.12 mmol) and methane sulfonamide (17 mg, 0.18 mmol) were dissolved in THF/CH2Cl2 (0.5 mL/1.0 mL). DMAP (22 mg, 0.18 mmol) and EDC.HCl (35 mg, 0.18 mmol) were added and the reaction was stirred at 23° C. overnight. Water was added to the reaction mixture and was extracted with EtOAc (2×10 mL). The organic layers were dried over Na2SO4 and concentrated. Starting materials: ClC1=C(C=CC(=C1)Cl)C=1N=C(C(=NC1CC)N[C@@H]1CNC[C@@H]1OCC)CC (5-(2,4-dichlorophenyl)-N-[(3R,4S)-4-ethoxypyrrolidin-3-yl]-3,6-diethylpyrazin-2-amine), ClC1=C(C=CC(=C1)OC)C=1N=C(C(=NC1CC)N[C@@H]1CN(C[C@@H]1OCC)C(=O)OCC1=CC=CC=C1)CC (benzyl (3R,4S)-3-{[5-(2-chloro-4-methoxyphenyl)-3,6-diethylpyrazin-2-yl]amino}-4-ethoxypyrrolidine-1-carboxylate). Product: ClC1=C(C=CC(=C1)OC)C=1N=C(C(=NC1CC)N[C@@H]1CNC[C@@H]1OCC)CC (5-(2-chloro-4-methoxyphenyl)-N-[(3R,4S)-4-ethoxypyrrolidin-3-yl]-3,6-diethylpyrazin-2-amine). Reaction SMILES: ClC1C=C(Cl)C=CC=1C1N=C(CC)C(N[C@H]2[C@@H](OCC)CNC2)=NC=1CC.[Cl:28][C:29]1[CH:34]=[C:33]([O:35][CH3:36])[CH:32]=[CH:31][C:30]=1[C:37]1[N:38]=[C:39]([CH2:64][CH3:65])[C:40]([NH:45][C@H:46]2[C@@H:50]([O:51][CH2:52][CH3:53])[CH2:49][N:48](C(OCC3C=CC=CC=3)=O)[CH2:47]2)=[N:41][C:42]=1[CH2:43][CH3:44]>>[Cl:28][C:29]1[CH:34]=[C:33]([O:35][CH3:36])[CH:32]=[CH:31][C:30]=1[C:37]1[N:38]=[C:39]([CH2:64][CH3:65])[C:40]([NH:45][C@H:46]2[C@@H:50]([O:51][CH2:52][CH3:53])[CH2:49][NH:48][CH2:47]2)=[N:41][C:42]=1[CH2:43][CH3:44]. Procedure details: Following the procedure for the preparation of 5-(2,4-dichlorophenyl)-N-[(3R,4S)-4-ethoxypyrrolidin-3-yl]-3,6-diethylpyrazin-2-amine but substituting benzyl (3R,4S)-3-{[5-(2-chloro-4-methoxyphenyl)-3,6-diethylpyrazin-2-yl]amino}-4-ethoxypyrrolidine-1-carboxylate and making non-critical variations provided the title compound as an oil: 1H NMR (CDCl3) δ 1.15, 1.22–1.34, 2.45, 2.71, 2.89, 3.06, 3.22, 3.41, 3.51, 3.65, 3.85, 4.51, 5.32, 6.88, 7.02, 7.24; IR (liq.) 2971 (s), 2935, 2496 (w), 2446, 240...